describe an organic reaction: reactants, conditions, products, and yield From a dataset of the Open Reaction Database (ORD), a public repository of structured organic reaction records. Reactants: C(CC)N(C(=O)CC1CN(C2=CC=C(C=C12)OC)C)CCC (3-(di-n-propylaminocarbonylmethyl)-5-methoxy-1-methylindoline), B(Br)(Br)Br (boron tribromide), CO (methanol). Run in C(C)OCC (diethyl ether), ClCCl (dichloromethane). Reaction conditions: time 30 minute. Product: C(CC)N(C(=O)CC1CN(C2=CC=C(C=C12)O)C)CCC (3-(di-n-propylaminocarbonylmethyl)-1-methylindolin-5-ol). As a reaction SMILES: [CH2:1]([N:4]([CH2:20][CH2:21][CH3:22])[C:5]([CH2:7][CH:8]1[C:16]2[C:11](=[CH:12][CH:13]=[C:14]([O:17]C)[CH:15]=2)[N:10]([CH3:19])[CH2:9]1)=[O:6])[CH2:2][CH3:3].B(Br)(Br)Br.CO>ClCCl.C(OCC)C>[CH2:20]([N:4]([CH2:1][CH2:2][CH3:3])[C:5]([CH2:7][CH:8]1[C:16]2[C:11](=[CH:12][CH:13]=[C:14]([OH:17])[CH:15]=2)[N:10]([CH3:19])[CH2:9]1)=[O:6])[CH2:21][CH3:22]. Procedure: To a solution of 3-(di-n-propylaminocarbonylmethyl)-5-methoxy-1-methylindoline (62 mg, 0.20 mmol) in 1.0 mL of dry dichloromethane was added boron tribromide (0.116 mL, 1.20 mmol) at 0° C. After the reaction mixture was stirred at room temperature for 30 min, methanol (0.2 mL) was added. After the reaction mixture was diluted with diethyl ether, the solution was washed with saturated NaHCO3 aqueous solution and brine, and dried over MgSO4. After filtration, the filtrate was concentrated in vacuo... The reactants are N[C@H]1[C@@H](N(C1)C=1C(=CC=2C(=NC=3N(C=C(C(C3C2)=O)C(=O)OCC)C2CC2)C1)F)C (8-(trans-3-amino-2-methyl-1-azetidinyl)-1-cyclopropyl-3-ethoxycarbonyl-7-fluoro-4-oxo-1,4-dihydrobenzo[b][1,8]naphthyridine), [OH-].[K+] (potassium hydroxide). Solvent: O (water). Conditions: temperature 95 celsius. Yields the product N[C@H]1[C@@H](N(C1)C=1C(=CC=2C(=NC=3N(C=C(C(C3C2)=O)C(=O)O)C2CC2)C1)F)C (8-(trans-3-amino-2-methyl-1-azetidinyl)-1-cyclopropyl-7-fluoro-4-oxo-1,4-dihydrobenzo[b][1,8]naphthyridine-3-carboxylic acid). Isolated yield 79.0%. Reaction SMILES: [NH2:1][C@@H:2]1[CH2:5][N:4]([C:6]2[C:7]([F:29])=[CH:8][C:9]3[C:10]([CH:28]=2)=[N:11][C:12]2[N:13]([CH:25]4[CH2:27][CH2:26]4)[CH:14]=[C:15]([C:20]([O:22]CC)=[O:21])[C:16](=[O:19])[C:17]=2[CH:18]=3)[C@H:3]1[CH3:30].[OH-].[K+]>O>[NH2:1][C@@H:2]1[CH2:5][N:4]([C:6]2[C:7]([F:29])=[CH:8][C:9]3[C:10]([CH:28]=2)=[N:11][C:12]2[N:13]([CH:25]4[CH2:26][CH2:27]4)[CH:14]=[C:15]([C:20]([OH:22])=[O:21])[C:16](=[O:19])[C:17]=2[CH:18]=3)[C@H:3]1[CH3:30] |f:1.2|. Reported procedure: A suspension of 1.4 g of 8-(trans-3-amino-2-methyl-1-azetidinyl)-1-cyclopropyl-3-ethoxycarbonyl-7-fluoro-4-oxo-1,4-dihydrobenzo[b][1,8]naphthyridine in 15 cm3 of water and 6.8 cm3 of N aqueous potassium hydroxide is heated to approximately 95° C. for 3 hours. After cooling to approximately 60° C., some very slight insoluble matter is removed by filtration; at the same temperature, 6.8 cm3 of N methanesulphonic acid are added to the filtrate. The insoluble matter formed is drained at approximatel... Starting materials: C([O-])(O)=O.[Na+] (sodium bicarbonate), B(Br)(Br)Br (boron tribromide), CCCCCCC (heptane), ClC1=CC2=C(C(=NO2)C2=C(C=C(C=C2)OC2=CC=C(C=C2)Cl)CCC)C=C1OC (6-chloro-3-[4-(4-chlorophenoxy)-2-propylphenyl]-5-methoxy-1,2-benzisoxazole). The product is ClC1=CC2=C(C(=NO2)C2=C(C=C(C=C2)OC2=CC=C(C=C2)Cl)CCC)C=C1O (6-chloro-3-[4-(4-chlorophenoxy)-2-propylphenyl]-1,2-benzisoxazol-5-ol). Reported procedure: To a solution of the product from Step 5 (0.82 g, 1.9 mmol) in dichloromethane (15 mL) cooled at 0° C. was added a solution of boron tribromide in heptane (1.0 M, 3.8 mL, 3.8 mmol). The reaction was stirred at 25° C. for 30 min and then poured into aqueous sodium bicarbonate. The aqueous layer was extracted with ethyl acetate. The combine organic phase was washed with brine, dried over magnesium sulfate and concentrated. The residue was purified by chromatography on silica gel to give the title ... Run at temperature 25 celsius, time 30 minute. Run in ClCCl (dichloromethane). As a reaction SMILES: [Cl:1][C:2]1[C:27]([O:28]C)=[CH:26][C:5]2[C:6]([C:9]3[CH:14]=[CH:13][C:12]([O:15][C:16]4[CH:21]=[CH:20][C:19]([Cl:22])=[CH:18][CH:17]=4)=[CH:11][C:10]=3[CH2:23][CH2:24][CH3:25])=[N:7][O:8][C:4]=2[CH:3]=1.B(Br)(Br)Br.CCCCCCC.C(=O)(O)[O-].[Na+]>ClCCl>[Cl:1][C:2]1[C:27]([OH:28])=[CH:26][C:5]2[C:6]([C:9]3[CH:14]=[CH:13][C:12]([O:15][C:16]4[CH:17]=[CH:18][C:19]([Cl:22])=[CH:20][CH:21]=4)=[CH:11][C:10]=3[CH2:23][CH2:24][CH3:25])=[N:7][O:8][C:4]=2[CH:3]=1 |f:3.4|. Starting materials: COC(=O)c1ccccc1C(=O)c1ccc(CBr)cc1, CCCCc1nc(Cl)c(CO)[nH]1, C[O-], CO, [Na+], CN(C)C=O. Product: CCCCc1nc(Cl)c(CO)n1Cc1ccc(C(=O)c2ccccc2C(=O)OC)cc1. As a reaction SMILES: [Br:16][CH2:17][c:18]1[cH:19][cH:20][c:21]([C:22](=[O:23])[c:24]2[c:25]([C:26](=[O:27])[O:28][CH3:29])[cH:30][cH:31][cH:32][cH:33]2)[cH:34][cH:35]1.[CH2:1]([CH2:2][CH2:3][CH3:4])[c:5]1[nH:6][c:7]([CH2:11][OH:12])[c:8]([Cl:10])[n:9]1.[CH3:13][O-:14].[CH3:36][OH:37].[Na+:15].[O:38]=[CH:39][N:40]([CH3:41])[CH3:42]>>[CH2:1]([CH2:2][CH2:3][CH3:4])[c:5]1[n:6]([CH2:17][c:18]2[cH:19][cH:20][c:21]([C:22](=[O:23])[c:24]3[c:25]([C:26](=[O:27])[O:28][CH3:29])[cH:30][cH:31][cH:32][cH:33]3)[cH:34][cH:35]2)[c:7]([CH2:11][OH:12])[c:8]([Cl:10])[n:9]1. Starting materials: C(C)(C)(CC(C)(C)C)N1SC=CC1=O (2-t-octyl-3-isothiazolone), BrN1C(CCC1=O)=O (N-bromosuccinimide), 4-bromo-2-t-cetyl-3-isothiazolone. Run in C(Cl)(Cl)Cl (chloroform). Run at time 3 hour. The product is BrC=1C(N(SC1)C(C)(C)CC(C)(C)C)=O (4-bromo-2-t-octyl-3-isothiazolone). RXN SMILES: [C:1]([N:9]1[C:13](=[O:14])[CH:12]=[CH:11][S:10]1)([CH2:4][C:5]([CH3:8])([CH3:7])[CH3:6])([CH3:3])[CH3:2].[Br:15]N1C(=O)CCC1=O>C(Cl)(Cl)Cl>[Br:15][C:12]1[C:13](=[O:14])[N:9]([C:1]([CH2:4][C:5]([CH3:7])([CH3:8])[CH3:6])([CH3:2])[CH3:3])[S:10][CH:11]=1. Procedure: To a solution of 10.7 g. (0.05 mole) of 2-t-octyl-3-isothiazolone in 100 ml. of chloroform was added in a single portion 17.8 g. (0.1 mole) of N-bromosuccinimide, and a slight exotherm was observed. After stirring for 3 hours the mixture was filtered, and the solid washed with ether. The chloroform filtrate and ether washings were then evaporated to give a total of 7.8 g. (54%) of 4-bromo-2-t-cetyl-3-isothiazolone, m.p. 133-142. The reactants are NCCCBr, Br, O=C([O-])[O-], C1COCCO1, COC(=O)C1(c2ccccc2)CCNCC1, [K+], [K+]. The product is COC(=O)C1(c2ccccc2)CCN(CCCN)CC1. RXN SMILES: [Br:18][CH2:19][CH2:20][CH2:21][NH2:22].[BrH:17].[C:23](=[O:24])([O-:25])[O-:26].[CH2:29]1[O:30][CH2:31][CH2:32][O:33][CH2:34]1.[CH3:1][O:2][C:3](=[O:4])[C:5]1([c:11]2[cH:12][cH:13][cH:14][cH:15][cH:16]2)[CH2:6][CH2:7][NH:8][CH2:9][CH2:10]1.[K+:27].[K+:28]>>[CH3:1][O:2][C:3](=[O:4])[C:5]1([c:11]2[cH:12][cH:13][cH:14][cH:15][cH:16]2)[CH2:6][CH2:7][N:8]([CH2:19][CH2:20][CH2:21][NH2:22])[CH2:9][CH2:10]1. The reactants are C(C)(C)(C)OC(NCCNS(=O)(=O)C1=CC=C(C=C1)C(NO)=N)=O ({2-[4-(N-hydroxycarbamimidoyl)-benzenesulfonylamino]-ethyl}-carbamic acid tert-butyl ester), C(C)N(CC)CC1=C(C=C(S1)C(=O)O)C (5-diethylaminomethyl-4-methyl-thiophene-2-carboxylic acid), material. The solvent is Cl (HCl), O1CCOCC1 (dioxane), O (water). Reaction conditions: time 18 hour. Yields the product NCCNS(=O)(=O)C1=CC=C(C=C1)C1=NOC(=N1)C=1SC(=C(C1)C)CN(CC)CC (N-(2-Amino-ethyl)-4-[5-(5-diethylaminomethyl-4-methyl-thiophen-2-yl)-[1,2,4]oxadiazol-3-yl]-benzenesulfonamide). Isolated yield 3.5%. Reaction SMILES: C(OC(=O)[NH:7][CH2:8][CH2:9][NH:10][S:11]([C:14]1[CH:19]=[CH:18][C:17]([C:20](=[NH:23])[NH:21][OH:22])=[CH:16][CH:15]=1)(=[O:13])=[O:12])(C)(C)C.[CH2:25]([N:27]([CH2:30][C:31]1[S:35][C:34]([C:36](O)=O)=[CH:33][C:32]=1[CH3:39])[CH2:28][CH3:29])[CH3:26]>Cl.O1CCOCC1.O>[NH2:7][CH2:8][CH2:9][NH:10][S:11]([C:14]1[CH:15]=[CH:16][C:17]([C:20]2[N:23]=[C:36]([C:34]3[S:35][C:31]([CH2:30][N:27]([CH2:28][CH3:29])[CH2:25][CH3:26])=[C:32]([CH3:39])[CH:33]=3)[O:22][N:21]=2)=[CH:18][CH:19]=1)(=[O:12])=[O:13]. Procedure details: Crude (2-{4-[5-(5-diethylaminomethyl-4-methyl-thiophen-2-yl)-[1,2,4]oxadiazol-3-yl]-benzenesulfonylamino}-ethyl)-carbamic acid tert-butyl ester (156 mg) is obtained starting from {2-[4-(N-hydroxycarbamimidoyl)-benzenesulfonylamino]-ethyl}-carbamic acid tert-butyl ester (277 mg, 0.774 mmol) and 5-diethylaminomethyl-4-methyl-thiophene-2-carboxylic acid (160 mg, 0.704 mmol) according to Method A; LC-MS: tR=0.61 min; [M+1]+=550.16. This material (156 mg, 0.284 mmol) is dissolved in 4 M HCl in dioxan... Reactants: Cl.N[C@H](C(=O)N1CCC(CC1)O)CC1=CC=CC=C1 ((S)-2-Amino-1-(4-hydroxy-piperdin-1-yl)-3-phenyl-propan-1-one hydrochloride), N1C(=CC2=CC=CC=C12)C(=O)O (1H-indole-2-carboxylic acid). Yields the product C(C1=CC=CC=C1)[C@@H](C(=O)N1CCC(CC1)O)NC(=O)C=1NC2=CC=CC=C2C1 (1H-indole-2-carboxylic acid [(1S)-benzyl-2-(4-hydroxy-piperidin-1-yl)-2-oxo-ethyl]-amide). RXN SMILES: Cl.[NH2:2][C@@H:3]([CH2:13][C:14]1[CH:19]=[CH:18][CH:17]=[CH:16][CH:15]=1)[C:4]([N:6]1[CH2:11][CH2:10][CH:9]([OH:12])[CH2:8][CH2:7]1)=[O:5].[NH:20]1[C:28]2[C:23](=[CH:24][CH:25]=[CH:26][CH:27]=2)[CH:22]=[C:21]1[C:29](O)=[O:30]>>[CH2:13]([C@H:3]([NH:2][C:29]([C:21]1[NH:20][C:28]2[C:23]([CH:22]=1)=[CH:24][CH:25]=[CH:26][CH:27]=2)=[O:30])[C:4]([N:6]1[CH2:11][CH2:10][CH:9]([OH:12])[CH2:8][CH2:7]1)=[O:5])[C:14]1[CH:15]=[CH:16][CH:17]=[CH:18][CH:19]=1 |f:0.1|. Reported procedure: (S)-2-Amino-1-(4-hydroxy-piperdin-1-yl)-3-phenyl-propan-1-one hydrochloride (3.4 mmol) and 1H-indole-2-carboxylic acid (3.7 mmol) were coupled according to Procedure A (0-25° C. reaction temperature, 48 hour reaction time). The product was purified by chromatography on silica gel eluted with 50, 75 and 100% ethyl acetate in hexanes, followed by trituration with 1:1 ether-hexanes. Yield 1.14 g, 88%; HPLC (60/40) 3.52 minutes (98%); PBMS 392 (MH+, 100%);